Dataset: the Open Reaction Database (ORD), a public repository of structured organic reaction records. Task: describe an organic reaction: reactants, conditions, products, and yield The reactants are C(C)(=O)O[BH-](OC(C)=O)OC(C)=O.[Na+] (sodium triacetoxyborohydride), N1CC(C1)N1N=CC=C1C1=C(C=CC(=C1)C(F)(F)F)C1=C2C=CC(=CC2=CC=C1)S(=O)(=O)NC=1SC=CN1 (5-(2-(1-(azetidin-3-yl)-1H-pyrazol-5-yl)-4-(trifluoromethyl)phenyl)-N-(thiazol-2-yl)naphthalene-2-sulfonamide), ClCCCl (DCE), C=O (formaldehyde). The solvent is CC(=O)O (AcOH). Conditions: time 2 minute. Yields the product CN1CC(C1)N1N=CC=C1C1=C(C=CC(=C1)C(F)(F)F)C1=C2C=CC(=CC2=CC=C1)S(=O)(=O)NC=1SC=CN1 (5-(2-(1-(1-methylazetidin-3-yl)-1H-pyrazol-5-yl)-4-(trifluoromethyl)phenyl)-N-(thiazol-2-yl)naphthalene-2-sulfonamide). Reaction SMILES: [NH:1]1[CH2:4][CH:3]([N:5]2[C:9]([C:10]3[CH:15]=[C:14]([C:16]([F:19])([F:18])[F:17])[CH:13]=[CH:12][C:11]=3[C:20]3[CH:29]=[CH:28][CH:27]=[C:26]4[C:21]=3[CH:22]=[CH:23][C:24]([S:30]([NH:33][C:34]3[S:35][CH:36]=[CH:37][N:38]=3)(=[O:32])=[O:31])=[CH:25]4)=[CH:8][CH:7]=[N:6]2)[CH2:2]1.Cl[CH2:40]CCl.C=O.C(O[BH-](OC(=O)C)OC(=O)C)(=O)C.[Na+]>CC(O)=O>[CH3:40][N:1]1[CH2:2][CH:3]([N:5]2[C:9]([C:10]3[CH:15]=[C:14]([C:16]([F:19])([F:17])[F:18])[CH:13]=[CH:12][C:11]=3[C:20]3[CH:29]=[CH:28][CH:27]=[C:26]4[C:21]=3[CH:22]=[CH:23][C:24]([S:30]([NH:33][C:34]3[S:35][CH:36]=[CH:37][N:38]=3)(=[O:31])=[O:32])=[CH:25]4)=[CH:8][CH:7]=[N:6]2)[CH2:4]1 |f:3.4|. Procedure details: A flask was charged with 5-(2-(1-(azetidin-3-yl)-1H-pyrazol-5-yl)-4-(trifluoromethyl)phenyl)-N-(thiazol-2-yl)naphthalene-2-sulfonamide (26.25 mg, 0.047 mmol), DCE (1 mL), AcOH (0.05 mL), and formaldehyde (37% aq.) (10.55 μl, 0.142 mmol). The mixture was stirred for 2 min, then sodium triacetoxyborohydride (20.03 mg, 0.094 mmol) was added in one portion. The resulting mixture was stirred for 3 h, then concentrated. The residue was dissolve in MeOH, and this solution was loaded onto a 500 mg SCX-2...